From a dataset of the Open Reaction Database (ORD), a public repository of structured organic reaction records. describe an organic reaction: reactants, conditions, products, and yield The reactants are CC1CC(NC1)=O (4-methylpyrrolidin-2-one), F[B-](F)(F)F.C[O+](C)C (trimethyloxonium tetrafluoroborate). Product: C(C)C1CN=C(C1)OC (3-ethyl-3,4-dihydro-5-methoxy-2H-pyrrole). As a reaction SMILES: [CH3:1][CH:2]1[CH2:6][NH:5][C:4](=O)[CH2:3]1.F[B-](F)(F)F.[CH3:13][O+:14]([CH3:16])C>>[CH2:3]([CH:2]1[CH2:1][C:13]([O:14][CH3:16])=[N:5][CH2:6]1)[CH3:4] |f:1.2|. Reported procedure: The product of EXAMPLE 180 is reacted with trimethyloxonium tetrafluoroborate by the method of EXAMPLE 26 to produce the title material.